From a dataset of the Open Reaction Database (ORD), a public repository of structured organic reaction records. describe an organic reaction: reactants, conditions, products, and yield Starting materials: C(C)(C)(C)OC(NC1=C(C=C(C=C1)C1=C(C=CC=C1)F)N)=O ((3-amino-2′-fluoro-biphenyl-4-yl)-carbamic acid tert.-butyl ester), CC1(OC(C=C(O1)C=1C=C(C#N)C=CC1)=O)C (3-(2,2-dimethyl-6-oxo-6H-[1,3]dioxin-4-yl)-benzonitrile). Yields the product C(C)(C)(C)OC(NC1=C(C=C(C=C1)C1=C(C=CC=C1)F)NC(CC(=O)C1=CC(=CC=C1)C#N)=O)=O ({3-[3-(3-Cyano-phenyl)-3-oxo-propionylamino]-2′-fluoro-biphenyl-4-yl}-carbamic acid tert.-butyl ester). Reaction SMILES: [C:1]([O:5][C:6](=[O:22])[NH:7][C:8]1[CH:13]=[CH:12][C:11]([C:14]2[CH:19]=[CH:18][CH:17]=[CH:16][C:15]=2[F:20])=[CH:10][C:9]=1[NH2:21])([CH3:4])([CH3:3])[CH3:2].CC1(C)[O:29][C:28]([C:30]2[CH:31]=[C:32]([CH:35]=[CH:36][CH:37]=2)[C:33]#[N:34])=[CH:27][C:26](=O)[O:25]1>>[C:1]([O:5][C:6](=[O:22])[NH:7][C:8]1[CH:13]=[CH:12][C:11]([C:14]2[CH:19]=[CH:18][CH:17]=[CH:16][C:15]=2[F:20])=[CH:10][C:9]=1[NH:21][C:26](=[O:25])[CH2:27][C:28]([C:30]1[CH:37]=[CH:36][CH:35]=[C:32]([C:33]#[N:34])[CH:31]=1)=[O:29])([CH3:4])([CH3:2])[CH3:3]. Procedure: Prepared from (3-amino-2′-fluoro-biphenyl-4-yl)-carbamic acid tert.-butyl ester (Example G37) and 3-(2,2-dimethyl-6-oxo-6H-[1,3]dioxin-4-yl)-benzonitrile (Example J4) according to the general procedure K. Obtained as a light yellow foam (239 mg). Procedure details: 200 mg of 5-benzyloxy-4-methoxymethyl-9-{2-[N-methyl-N-(2-phenylethyl)-amino]-2-oxoethyl}-9H-pyrido[3,4-b]indole-3-carboxylic acid-(1-methylethyl)-ester is dissolved in 3 ml of tetrahydrofuran. Then, 0.29 ml of a 1.2 molar solution of diisobutylaluminum hydride in toluene is added in drops to the solution at 0° C., and it is stirred for 30 minutes at 0° C. Then, the reaction mixture is mixed with 0.1 ml of isopropanol and then with 0.1 ml of water, it is stirred for 2 hours at room temperature, ... Isolated yield 23.9%. Yields the product C(C1=CC=CC=C1)OC1=C2C3=C(N(C2=CC=C1)CC(=O)N(CCC1=CC=CC=C1)C)C=NC(=C3COC)C=O (5-benzyloxy-4-methoxymethyl-9-{2-[N-methyl-N-(2-phenylethyl)-amino]-2-oxoethyl}-9H-pyrido[3,4-b]indole-3-carbaldehyde). The reactants are solution, [H-].C(C(C)C)[Al+]CC(C)C (diisobutylaluminum hydride), C(C)(C)O (isopropanol), CC(C)OC(=O)C1=C(C2=C(N(C3=CC=CC(=C23)OCC2=CC=CC=C2)CC(=O)N(CCC2=CC=CC=C2)C)C=N1)COC (5-benzyloxy-4-methoxymethyl-9-{2-[N-methyl-N-(2-phenylethyl)-amino]-2-oxoethyl}-9H-pyrido[3,4-b]indole-3-carboxylic acid-(1-methylethyl)-ester), O (water). Run at temperature 0 celsius, time 30 minute. Reaction SMILES: CC([O:4][C:5]([C:7]1[N:40]=[CH:39][C:10]2[N:11]([CH2:26][C:27]([N:29]([CH3:38])[CH2:30][CH2:31][C:32]3[CH:37]=[CH:36][CH:35]=[CH:34][CH:33]=3)=[O:28])[C:12]3[C:17]([C:9]=2[C:8]=1[CH2:41][O:42][CH3:43])=[C:16]([O:18][CH2:19][C:20]1[CH:25]=[CH:24][CH:23]=[CH:22][CH:21]=1)[CH:15]=[CH:14][CH:13]=3)=O)C.[H-].C([Al+]CC(C)C)C(C)C.C(O)(C)C.O>O1CCCC1.C1(C)C=CC=CC=1>[CH2:19]([O:18][C:16]1[CH:15]=[CH:14][CH:13]=[C:12]2[C:17]=1[C:9]1[C:8]([CH2:41][O:42][CH3:43])=[C:7]([CH:5]=[O:4])[N:40]=[CH:39][C:10]=1[N:11]2[CH2:26][C:27]([N:29]([CH3:38])[CH2:30][CH2:31][C:32]1[CH:37]=[CH:36][CH:35]=[CH:34][CH:33]=1)=[O:28])[C:20]1[CH:25]=[CH:24][CH:23]=[CH:22][CH:21]=1 |f:1.2|. Run in C1(=CC=CC=C1)C (toluene), O1CCCC1 (tetrahydrofuran).